Task: describe an organic reaction: reactants, conditions, products, and yield. Dataset: the Open Reaction Database (ORD), a public repository of structured organic reaction records Reactants: COC(=O)Cc1ccc(OCc2ccccc2)cc1, COC(N(C)C)N(C)C, Cc1ccccc1. Yields the product COC(=O)C(=CN(C)C)c1ccc(OCc2ccccc2)cc1. As a reaction SMILES: [CH3:1][O:2][C:3]([CH2:4][c:5]1[cH:6][cH:7][c:8]([O:11][CH2:12][c:13]2[cH:14][cH:15][cH:16][cH:17][cH:18]2)[cH:9][cH:10]1)=[O:19].[CH3:20][O:21][CH:22]([N:23]([CH3:24])[CH3:25])[N:26]([CH3:27])[CH3:28].[CH3:29][c:30]1[cH:31][cH:32][cH:33][cH:34][cH:35]1>>[CH3:1][O:2][C:3]([C:4]([c:5]1[cH:6][cH:7][c:8]([O:11][CH2:12][c:13]2[cH:14][cH:15][cH:16][cH:17][cH:18]2)[cH:9][cH:10]1)=[CH:22][N:23]([CH3:24])[CH3:25])=[O:19].